Dataset: the Open Reaction Database (ORD), a public repository of structured organic reaction records. Task: describe an organic reaction: reactants, conditions, products, and yield Starting materials: O=C(O)C1CC2CCC1C2, [K+], [K+], O=[Mn](=O)(=O)[O-], [Na+], [OH-], O, O=S(=O)(O)O, O=S([O-])O. Product: O=C(O)C1(O)CC2CCC1C2. As a reaction SMILES: [CH:9]12[CH:10]([C:16](=[O:17])[OH:18])[CH2:11][CH:12]([CH2:13][CH2:14]1)[CH2:15]2.[K+:2].[K+:8].[Mn:3]([O-:4])(=[O:5])(=[O:6])=[O:7].[Na+:28].[OH-:1].[OH2:29].[S:19]([OH:20])(=[O:21])(=[O:22])[OH:23].[S:24](=[O:25])([OH:26])[O-:27]>>[CH:9]12[C:10]([C:16](=[O:17])[OH:18])([OH:20])[CH2:11][CH:12]([CH2:13][CH2:14]1)[CH2:15]2. The reactants are N[C@@H]1[C@@H](CCCC1(F)F)NC=1N=C(C(=NC1)C#N)Cl (5-((1R,2R)-2-amino-3,3-difluorocyclohexylamino)-3-chloropyrazine-2-carbonitrile), N=1N(N=CC1)C=1C=C(N)C=CC1 (3-(2H-1,2,3-triazol-2-yl)aniline), C(=O)([O-])[O-].[K+].[K+] (K2CO3), C=1C=CC(=CC1)P(C=2C=CC=CC2)C3=CC=C4C=CC=CC4=C3C5=C6C=CC=CC6=CC=C5P(C=7C=CC=CC7)C=8C=CC=CC8 (BINAP). Reagents/catalysts: CC(=O)[O-].CC(=O)[O-].[Pd+2] (Pd(OAc)2). Solvent: O1CCOCC1 (dioxane). Reaction conditions: time 3 hour. The product is N=1N(N=CC1)C=1C=C(C=CC1)NC=1C(=NC=C(N1)N[C@H]1[C@H](C(CCC1)(F)F)N)C#N (3-(3-(2H-1,2,3-triazol-2-yl)phenylamino)-5-((1R,2R)-2-amino-3,3-difluorocyclohexylamino)pyrazine-2-carbonitrile). The yield is 37.7%. Reaction SMILES: [NH2:1][C@H:2]1[C:7]([F:9])([F:8])[CH2:6][CH2:5][CH2:4][C@H:3]1[NH:10][C:11]1[N:12]=[C:13](Cl)[C:14]([C:17]#[N:18])=[N:15][CH:16]=1.[N:20]1[N:21]([C:25]2[CH:26]=[C:27]([CH:29]=[CH:30][CH:31]=2)[NH2:28])[N:22]=[CH:23][CH:24]=1.C([O-])([O-])=O.[K+].[K+].C1C=CC(P(C2C(C3C(P(C4C=CC=CC=4)C4C=CC=CC=4)=CC=C4C=3C=CC=C4)=C3C(C=CC=C3)=CC=2)C2C=CC=CC=2)=CC=1>O1CCOCC1.CC([O-])=O.CC([O-])=O.[Pd+2]>[N:20]1[N:21]([C:25]2[CH:26]=[C:27]([NH:28][C:13]3[C:14]([C:17]#[N:18])=[N:15][CH:16]=[C:11]([NH:10][C@@H:3]4[CH2:4][CH2:5][CH2:6][C:7]([F:9])([F:8])[C@@H:2]4[NH2:1])[N:12]=3)[CH:29]=[CH:30][CH:31]=2)[N:22]=[CH:23][CH:24]=1 |f:2.3.4,7.8.9|. Procedure details: A mixture of 5-((1R,2R)-2-amino-3,3-difluorocyclohexylamino)-3-chloropyrazine-2-carbonitrile (76 mg, 0.264 mmol), 3-(2H-1,2,3-triazol-2-yl)aniline (60 mg, 0.375 mmol), K2CO3 (80 mg, 0.579 mmol), BINAP (25 mg, 0.040 mmol) and Pd(OAc)2 (10 mg, 0.044 mmol) in dioxane (2 mL) was degassed with Ar, then was stirred at 110 C for 3 h. The mixture was concentrated in vacuo. The residue was purified by HPLC to give 3-(3-(2H-1,2,3-triazol-2-yl)phenylamino)-5-((1R,2R)-2-amino-3,3-difluorocyclohexylamino)pyr... The reactants are OC=1C=C2C(=CNC2=CC1)CC(=O)O (5-Hydroxyindol-3-acetic acid), [H-].C(C)(C)[Al+]C(C)C (diisopropylaluminium hydride), [Na+].[Cl-] (NaCl). The solvent is CO (methanol). Conditions: temperature -78 celsius, time 8 hour. Yields the product OCCC1=CNC2=CC=C(C=C12)O (3-(2-hydroxy-ethyl)-1H-indol-5-ol). The yield is 41.2%. Reaction SMILES: [OH:1][C:2]1[CH:3]=[C:4]2[C:8](=[CH:9][CH:10]=1)[NH:7][CH:6]=[C:5]2[CH2:11][C:12](O)=[O:13].[H-].C([Al+]C(C)C)(C)C.[Na+].[Cl-]>CO>[OH:13][CH2:12][CH2:11][C:5]1[C:4]2[C:8](=[CH:9][CH:10]=[C:2]([OH:1])[CH:3]=2)[NH:7][CH:6]=1 |f:1.2,3.4|. Procedure: 5-Hydroxyindol-3-acetic acid (1.91 g, 10 mmoles) was initially introduced into MC (40 ml) under argon, the mixture was cooled to −78° C. and diisopropylaluminium hydride (0.2 M in toluene, 40 ml, 48 mmoles) was added in the course of 20 min, while stirring. When the addition of the reducing agent had ended, the mixture was allowed to come to RT in the course of 5 hours and was then left at RT for a further hour. For working up, methanol (2 ml) was cautiously added to the reaction mixture. The pr... Starting materials: [OH-].[Na+] (sodium hydroxide), C(CC)N(C1CC2=C(C=CC=C2CC1)CN)CCC (2-dipropylamino-8-aminomethyl-1,2,3,4-tetrahydronaphthalene), ice water, C(C)N(C(=O)Cl)CC (diethylcarbamoyl chloride). Solvent: ClCCl (dichloromethane). Run at time 26 hour. Yields the product C(CC)N(C1CC2=C(C=CC=C2CC1)CNC(=O)N(CC)CC)CCC (2-Dipropylamino-8-(3,3-diethylureido)methyl-1,2,3,4-tetrahydronaphthalene). Reaction SMILES: [CH2:1]([N:4]([CH2:17][CH2:18][CH3:19])[CH:5]1[CH2:14][CH2:13][C:12]2[C:7](=[C:8]([CH2:15][NH2:16])[CH:9]=[CH:10][CH:11]=2)[CH2:6]1)[CH2:2][CH3:3].[CH2:20]([N:22]([CH2:26][CH3:27])[C:23](Cl)=[O:24])[CH3:21].[OH-].[Na+]>ClCCl>[CH2:17]([N:4]([CH2:1][CH2:2][CH3:3])[CH:5]1[CH2:14][CH2:13][C:12]2[C:7](=[C:8]([CH2:15][NH:16][C:23]([N:22]([CH2:26][CH3:27])[CH2:20][CH3:21])=[O:24])[CH:9]=[CH:10][CH:11]=2)[CH2:6]1)[CH2:18][CH3:19] |f:2.3|. Procedure details: 1.6 g (6 mmol) of 2-dipropylamino-8-aminomethyl-1,2,3,4-tetrahydronaphthalene were dissolved in 16 ml of dichloromethane under nitrogen. 0.81 g (6 mmol) of diethylcarbamoyl chloride was then added dropwise at a maximum of +25° C. The batch was then stirred for 26 h at room temperature. The batch was then stirred into 160 ml of ice water. The mixture was adjusted to pH 9 using 1N sodium hydroxide solution and extracted with dichloromethane. The organic phase was washed with water and dried over s... The reactants are C(C)(=O)C1=C(NC(=C1COC)C1=CC=NC=C1)C1=CC=NC=C1 (3-Acetyl-4-methoxymethyl-2,5-di(4-pyridyl)-1H-pyrrole), C([O-])(O)=O.[Na+] (sodium bicarbonate). Solvent: Cl (HCl). Conditions: temperature 70 celsius. Product: C(C)(=O)C1=C(NC(=C1CO)C1=CC=NC=C1)C1=CC=NC=C1 (3-Acetyl-4-hydroxymethyl-2,5-di(4-pyridyl)-1H-pyrrole). Isolated yield 43.7%. Reaction SMILES: [C:1]([C:4]1[C:8]([CH2:9][O:10]C)=[C:7]([C:12]2[CH:17]=[CH:16][N:15]=[CH:14][CH:13]=2)[NH:6][C:5]=1[C:18]1[CH:23]=[CH:22][N:21]=[CH:20][CH:19]=1)(=[O:3])[CH3:2].C(=O)(O)[O-].[Na+]>Cl>[C:1]([C:4]1[C:8]([CH2:9][OH:10])=[C:7]([C:12]2[CH:13]=[CH:14][N:15]=[CH:16][CH:17]=2)[NH:6][C:5]=1[C:18]1[CH:23]=[CH:22][N:21]=[CH:20][CH:19]=1)(=[O:3])[CH3:2] |f:1.2|. Procedure details: 3-Acetyl-4-methoxymethyl-2,5-di(4-pyridyl)-1H-pyrrole (0.36 g, 1.17 mmol) was dissolved in 10% aqueous HCl solution (14 mL). The mixture was heated at 70° C. for 15 hours. After cooling, the mixture was neutralized with saturated aqueous sodium bicarbonate solution. Insolubles were filtered off, and the filtrate was extracted with ethyl acetate-EtOH (5:1, 200 mL×2). The combined organic layers were washed with brine (50 mL), dried over MgSO4, and concentrated ill vaciio. The crude product was re... The reactants are C(C)(C)(C)P(C(C)(C)C)C(C)(C)C (tri-t-butylphosphine), [F-].[Cs+] (cesium fluoride), C(C)SC1=NC=C2N1C(=CC=C2)[Sn](CCCC)(CCCC)CCCC (3-ethylsulfanyl-5-tributylstannyl-imidazo-[1,5-a]pyridine), BrC1=CC=CC2=CC=CC=C12 (1-bromonaphthalene), tris(dibenzylidineacetone)dipalladium(0). Run in C(C)OCC (ethyl ether), O1CCOCC1 (1,4-dioxane). Conditions: temperature 100 celsius. Yields the product C(C)SC1=NC=C2N1C(=CC=C2)C2=CC=CC1=CC=CC=C21 (3-ethylsulfanyl-5-naphthalen-1-yl-imidazo[1,5-a]pyridine). As a reaction SMILES: [CH2:1]([S:3][C:4]1[N:8]2[C:9]([Sn](CCCC)(CCCC)CCCC)=[CH:10][CH:11]=[CH:12][C:7]2=[CH:6][N:5]=1)[CH3:2].Br[C:27]1[C:36]2[C:31](=[CH:32][CH:33]=[CH:34][CH:35]=2)[CH:30]=[CH:29][CH:28]=1.C(P(C(C)(C)C)C(C)(C)C)(C)(C)C.[F-].[Cs+]>O1CCOCC1.C(OCC)C>[CH2:1]([S:3][C:4]1[N:8]2[C:9]([C:35]3[C:36]4[C:31](=[CH:30][CH:29]=[CH:28][CH:27]=4)[CH:32]=[CH:33][CH:34]=3)=[CH:10][CH:11]=[CH:12][C:7]2=[CH:6][N:5]=1)[CH3:2] |f:3.4|. Reported procedure: To a solution of the title C compound, 3-ethylsulfanyl-5-tributylstannyl-imidazo-[1,5-a]pyridine (550 mg, 1.18 mmol) in 1,4-dioxane (8 mL), 1-bromonaphthalene (0.18 mL, 1.29 mmol) is added followed by tris(dibenzylidineacetone)dipalladium(0) (38 mg, 0.041 mmol), tri-t-butylphosphine (80 μL, 0.329 mmol) and cesium fluoride (396 mg, 2.6 mmol). The suspension is heated at 100° C. under nitrogen in a sealed tube for two days. The mixture is cooled, diluted with ethyl ether and filtered through a sho... The reactants are COC(=O)c1cccc(C(=O)NNC(=O)OCc2ccccc2)c1, CO, [H][H]. Product: COC(=O)c1cccc(C(=O)NN)c1. RXN SMILES: [CH2:1]([O:2][C:3](=[O:4])[NH:11][NH:12][C:13](=[O:14])[c:15]1[cH:16][c:17]([C:18](=[O:19])[O:20][CH3:21])[cH:22][cH:23][cH:24]1)[c:5]1[cH:6][cH:7][cH:8][cH:9][cH:10]1.[CH3:27][OH:28].[H:25][H:26]>>[NH2:11][NH:12][C:13](=[O:14])[c:15]1[cH:16][c:17]([C:18](=[O:19])[O:20][CH3:21])[cH:22][cH:23][cH:24]1.